From a dataset of the Open Reaction Database (ORD), a public repository of structured organic reaction records. describe an organic reaction: reactants, conditions, products, and yield Reactants: O=C1CCC(=O)N1Br, ClC(Cl)(Cl)Cl, O=C(OOC(=O)c1ccccc1)c1ccccc1, Cc1ccc2nc(Cl)ccc2c1. RXN SMILES: [Br:1][N:2]1[C:3](=[O:4])[CH2:5][CH2:6][C:7]1=[O:8].[C:39]([Cl:40])([Cl:41])([Cl:42])[Cl:43].[C:9]([O:10][O:11][C:12](=[O:13])[c:14]1[cH:15][cH:16][cH:17][cH:18][cH:19]1)(=[O:20])[c:21]1[cH:22][cH:23][cH:24][cH:25][cH:26]1.[Cl:27][c:28]1[n:29][c:30]2[cH:31][cH:32][c:33]([CH3:38])[cH:34][c:35]2[cH:36][cH:37]1>>[Br:1][CH2:38][c:33]1[cH:32][cH:31][c:30]2[n:29][c:28]([Cl:27])[cH:37][cH:36][c:35]2[cH:34]1. The product is Clc1ccc2cc(CBr)ccc2n1. Reactants: ClC=1OC(=C(N1)C1=CC=C(C=C1)Cl)CCC(=O)NC1=CC=C(C=C1)CP(=O)(OCC)OCC (3-[2-chloro-4-(4-chlorophenyl)-5-oxazolyl]-N-[4-(diethylphosphonomethyl)phenyl]propionamide), N1C=NC=C1 (imidazole), C([O-])([O-])=O.[K+].[K+] (potassium carbonate), CN(C=O)C (N,N-dimethylformamide). The solvent is O (water). Reaction conditions: temperature 120 celsius, time 2 hour. Product: ClC1=CC=C(C=C1)C=1N=C(OC1CCC(=O)NC1=CC=C(C=C1)CP(=O)(OCC)OCC)N1C=NC=C1 (3-[4-(4-chlorophenyl)-2-(1-imidazolyl)-5-oxazolyl]-N-[4-(diethylphosphonomethyl)phenyl]propionamide), crystals. Yield: 78.0%. RXN SMILES: Cl[C:2]1[O:3][C:4]([CH2:14][CH2:15][C:16]([NH:18][C:19]2[CH:24]=[CH:23][C:22]([CH2:25][P:26]([O:31][CH2:32][CH3:33])([O:28][CH2:29][CH3:30])=[O:27])=[CH:21][CH:20]=2)=[O:17])=[C:5]([C:7]2[CH:12]=[CH:11][C:10]([Cl:13])=[CH:9][CH:8]=2)[N:6]=1.[NH:34]1[CH:38]=[CH:37][N:36]=[CH:35]1.C(=O)([O-])[O-].[K+].[K+].CN(C)C=O>O>[Cl:13][C:10]1[CH:11]=[CH:12][C:7]([C:5]2[N:6]=[C:2]([N:34]3[CH:38]=[CH:37][N:36]=[CH:35]3)[O:3][C:4]=2[CH2:14][CH2:15][C:16]([NH:18][C:19]2[CH:20]=[CH:21][C:22]([CH2:25][P:26]([O:28][CH2:29][CH3:30])([O:31][CH2:32][CH3:33])=[O:27])=[CH:23][CH:24]=2)=[O:17])=[CH:8][CH:9]=1 |f:2.3.4|. Procedure: A mixture of 3-[2-chloro-4-(4-chlorophenyl)-5-oxazolyl]-N-[4-(diethylphosphonomethyl)phenyl]propionamide (0.40 g), imidazole (0.20 g), potassium carbonate (0.41 g) and N,N-dimethylformamide (5 ml) was stirred at 120° C. for 2 hrs. The reaction mixture was poured into water, and the precipitated crystals were collected by filtration through a glass filter. The obtained crystals were washed with water and dried by ventilation. Recrystallization from acetone-isopropyl ether gave 3-[4-(4-chloropheny... As a reaction SMILES: [Br:15][CH2:16][C:17](=[O:18])[O:19][C:20]([CH3:21])([CH3:22])[CH3:23].[Br:1][c:2]1[c:3]([CH2:11][OH:12])[cH:4][c:5]([O:9][CH3:10])[cH:6][c:7]1[CH3:8].[H-:14].[Na+:13].[O:24]=[CH:25][N:26]([CH3:27])[CH3:28].[OH2:29]>>[Br:1][c:2]1[c:3]([CH2:11][O:12][CH2:16][C:17](=[O:18])[O:19][C:20]([CH3:21])([CH3:22])[CH3:23])[cH:4][c:5]([O:9][CH3:10])[cH:6][c:7]1[CH3:8]. Product: COc1cc(C)c(Br)c(COCC(=O)OC(C)(C)C)c1. Starting materials: CC(C)(C)OC(=O)CBr, COc1cc(C)c(Br)c(CO)c1, [H-], [Na+], CN(C)C=O, O. Reactants: C(C)(C)(C)OC(=O)NC1=NC=CC(=C1)OC1=CC=C2C=CC(=CC2=C1)C(=O)O (7-({2-[(tert-butoxycarbonyl)amino]pyridin-4-yl}oxy)-2-naphthoic acid), ClC1=C(C=C(N)C=C1)C(F)(F)F (4-chloro-3-(trifluoromethyl)aniline), CCN=C=NCCCN(C)C.Cl (EDCl). Reagents/catalysts: CN(C)C=1C=CN=CC1 (DMAP). Solvent: C(Cl)Cl (DCM), CCOC(=O)C (EtOAc). Reaction conditions: time 18 hour. The product is ClC1=C(C=C(C=C1)NC(=O)C1=CC=C2C=CC(=CC2=C1)OC1=CC(=NC=C1)NC(OC(C)(C)C)=O)C(F)(F)F (tert-Butyl (4-{[7-({[4-chloro-3-(trifluoromethyl)phenyl]amino}carbonyl)-2-naphthyl]oxy}pyridin-2-yl)carbamate). The yield is 81.8%. RXN SMILES: [C:1]([O:5][C:6]([NH:8][C:9]1[CH:14]=[C:13]([O:15][C:16]2[CH:25]=[C:24]3[C:19]([CH:20]=[CH:21][C:22]([C:26](O)=[O:27])=[CH:23]3)=[CH:18][CH:17]=2)[CH:12]=[CH:11][N:10]=1)=[O:7])([CH3:4])([CH3:3])[CH3:2].[Cl:29][C:30]1[CH:36]=[CH:35][C:33]([NH2:34])=[CH:32][C:31]=1[C:37]([F:40])([F:39])[F:38].CCN=C=NCCCN(C)C.Cl>C(Cl)Cl.CN(C1C=CN=CC=1)C.CCOC(C)=O>[Cl:29][C:30]1[CH:36]=[CH:35][C:33]([NH:34][C:26]([C:22]2[CH:23]=[C:24]3[C:19]([CH:18]=[CH:17][C:16]([O:15][C:13]4[CH:12]=[CH:11][N:10]=[C:9]([NH:8][C:6](=[O:7])[O:5][C:1]([CH3:4])([CH3:2])[CH3:3])[CH:14]=4)=[CH:25]3)=[CH:20][CH:21]=2)=[O:27])=[CH:32][C:31]=1[C:37]([F:38])([F:39])[F:40] |f:2.3|. Procedure details: To a solution of 7-({2-[(tert-butoxycarbonyl)amino]pyridin-4-yl}oxy)-2-naphthoic acid (350 mg, 0.92 mmol) in DCM (9.0 mL), was added 4-chloro-3-(trifluoromethyl)aniline (198.0 mg, 1.0 mmol); EDCl (194 mg, 1.0 mmol) and DMAP (124 mg, 1.0 mmol). The mixture was allowed to stir for 18 h then diluted with EtOAc and washed with water and then brine. The organic phase was dried (Na2SO4) and evaporated, and the residue was triturated with DCM/EtOAc/MeOH to yield the title compound as a white solid (420... Reactants: C1CCNCC1, COC(=O)CCCCCOc1ccc2nc(Cl)n(-c3ccc(C)cc3)c2c1, CN(C)C=O, O. Yields the product COC(=O)CCCCCOc1ccc2nc(N3CCCCC3)n(-c3ccc(C)cc3)c2c1. As a reaction SMILES: [CH2:33]1[CH2:34][CH2:35][NH:36][CH2:37][CH2:38]1.[CH3:1][O:2][C:3]([CH2:4][CH2:5][CH2:6][CH2:7][CH2:8][O:9][c:10]1[cH:11][cH:12][c:13]2[c:14]([n:15](-[c:19]3[cH:20][cH:21][c:22]([CH3:25])[cH:23][cH:24]3)[c:16]([Cl:18])[n:17]2)[cH:26]1)=[O:27].[CH3:28][N:29]([CH3:30])[CH:31]=[O:32].[OH2:39]>>[CH3:1][O:2][C:3]([CH2:4][CH2:5][CH2:6][CH2:7][CH2:8][O:9][c:10]1[cH:11][cH:12][c:13]2[c:14]([n:15](-[c:19]3[cH:20][cH:21][c:22]([CH3:25])[cH:23][cH:24]3)[c:16]([N:36]3[CH2:35][CH2:34][CH2:33][CH2:38][CH2:37]3)[n:17]2)[cH:26]1)=[O:27]. Reactants: [BH4-], CCO, CC1(c2ccc(Cl)cc2)NS(=O)(=O)N=C1c1ccc(Cl)cc1, [Na+]. Yields the product CC1(c2ccc(Cl)cc2)NS(=O)(=O)NC1c1ccc(Cl)cc1. As a reaction SMILES: [BH4-:23].[CH3:25][CH2:26][OH:27].[Cl:1][c:2]1[cH:3][cH:4][c:5]([C:8]2([CH3:22])[NH:9][S:10](=[O:20])(=[O:21])[N:11]=[C:12]2[c:13]2[cH:14][cH:15][c:16]([Cl:19])[cH:17][cH:18]2)[cH:6][cH:7]1.[Na+:24]>>[Cl:1][c:2]1[cH:3][cH:4][c:5]([C:8]2([CH3:22])[NH:9][S:10](=[O:20])(=[O:21])[NH:11][CH:12]2[c:13]2[cH:14][cH:15][c:16]([Cl:19])[cH:17][cH:18]2)[cH:6][cH:7]1. Starting materials: C(C)OC1(CC1)O[Si](C)(C)C (1[(1-ethoxycyclopropyl)oxy]trimethylsilane), C(#N)[BH3-].[Na+] (sodium cyano borohydride), OC1CCNCC1 (4-hydroxypiperidine). Run in CO (methanol), CO (methanol). Conditions: time 12 hour. Product: C1(CC1)N1CCC(CC1)O (1-Cyclopropyl-piperidin-4-ol). Reaction SMILES: [OH:1][CH:2]1[CH2:7][CH2:6][NH:5][CH2:4][CH2:3]1.C(O[C:11]1(O[Si](C)(C)C)[CH2:13][CH2:12]1)C.C([BH3-])#N.[Na+]>CO>[CH:11]1([N:5]2[CH2:6][CH2:7][CH:2]([OH:1])[CH2:3][CH2:4]2)[CH2:13][CH2:12]1 |f:2.3|. Procedure details: 5 g of 4-hydroxypiperidine were dissolved in methanol. 23.8 mL of 1[(1-ethoxycyclopropyl)oxy]trimethylsilane and 5.8 g of sodium cyano borohydride were added and the mixture was reacted at 60° C. for 12 h. The same amounts of the two reagents were added again and stirring was continued at 60° C. for another 12 h. The mixture was diluted with methanol, filtered over celite and evaporated to dryness. The residue was taken up in ethyl acetate, extracted twice with 2N sodium hydroxide and once with ... Reactants: COc1ncc(Br)cc1C(=O)O, COc1ccc(N)cn1. The reagents and catalysts are CCN=C=NCCCN(C)C.Cl (EDC-HCl), CCOC(=O)C(=NO)C#N (Oxyma). The solvent is CN(C)C=O (DMF), CN(C)C=O (DMF), CN(C)C=O (DMF), CN(C)C=O (DMF), CN(C)C=O (DMF), CN(C)C=O (DMF). Conditions: temperature 25 celsius, time 2 hour. Yields the product COc1ccc(NC(=O)c2cc(Br)cnc2OC)cn1. The yield is 81.9%. Reaction SMILES: COc1ccc(N)cn1.COc1ncc(Br)cc1C(=O)O.CCN=C=NCCCN(C)C.Cl.CCOC(=O)C(=NO)C#N.CN(C)C=O>>COc1ccc(NC(=O)c2cc(Br)cnc2OC)cn1. The reactants are O=C1c2cc3c(cc2CCC1Br)-c1ccc(Cl)cc1CO3, CC1CCC(C(=O)O)N1C(=O)OC(C)(C)C, CC#N, CCOC(C)=O, CCN(C(C)C)C(C)C. The product is CC1CCC(C(=O)OC2CCc3cc4c(cc3C2=O)OCc2cc(Cl)ccc2-4)N1C(=O)OC(C)(C)C. As a reaction SMILES: [Br:1][CH:2]1[C:3](=[O:21])[c:4]2[c:5]([cH:6][c:7]3[c:12]([cH:13]2)[O:11][CH2:10][c:9]2[c:8]-3[cH:17][cH:16][c:15]([Cl:18])[cH:14]2)[CH2:19][CH2:20]1.[C:22]([CH3:23])([CH3:24])([CH3:25])[O:26][C:27](=[O:28])[N:29]1[CH:30]([C:35](=[O:36])[OH:37])[CH2:31][CH2:32][CH:33]1[CH3:34].[CH3:47][C:48]#[N:49].[CH3:50][CH2:51][O:52][C:53]([CH3:54])=[O:55].[CH:38]([N:39]([CH2:40][CH3:41])[CH:42]([CH3:43])[CH3:44])([CH3:45])[CH3:46]>>[CH:2]1([O:37][C:35]([CH:30]2[N:29]([C:27]([O:26][C:22]([CH3:23])([CH3:24])[CH3:25])=[O:28])[CH:33]([CH3:34])[CH2:32][CH2:31]2)=[O:36])[C:3](=[O:21])[c:4]2[c:5]([cH:6][c:7]3[c:12]([cH:13]2)[O:11][CH2:10][c:9]2[c:8]-3[cH:17][cH:16][c:15]([Cl:18])[cH:14]2)[CH2:19][CH2:20]1.